Dataset: the Open Reaction Database (ORD), a public repository of structured organic reaction records. Task: describe an organic reaction: reactants, conditions, products, and yield Starting materials: C(C)OC(CCCOC1=C(C(=CC=C1)CCCCCCOC1=CC(=CC(=C1)OCC)Br)CCC(=O)OCC)=O (4-[3-[6-(3-bromo-5-ethoxy-phenoxy)-hexyl]-2-(2-ethoxycarbonyl-ethyl)-phenoxy]-butyric acid ethyl ester), CS(=O)(=O)C1=CC=C(C=C1)B(O)O (4-methanesulfonyl-phenylboronic acid), C([O-])([O-])=O.[Cs+].[Cs+] (cesium carbonate). Reagents/catalysts: C1=CC=C(C=C1)P([C-]2C=CC=C2)C3=CC=CC=C3.C1=CC=C(C=C1)P([C-]2C=CC=C2)C3=CC=CC=C3.Cl[Pd]Cl.[Fe+2] ([1,1′-bis(diphenylphosphino)ferrocene]dichloropalladium(II)). Product: C(C)OC(CCCOC1=C(C(=CC=C1)CCCCCCOC=1C=C(C=C(C1)OCC)C1=CC=C(C=C1)S(=O)(=O)C)CCC(=O)OCC)=O (4-[2-(2-ethoxycarbonyl-ethyl)-3-[6-(5-ethoxy-4′-methanesulfonyl-biphenyl-3-yloxy)-hexyl]-phenoxy]-butyric acid ethyl ester). Isolated yield 16.7%. As a reaction SMILES: [CH2:1]([O:3][C:4](=[O:39])[CH2:5][CH2:6][CH2:7][O:8][C:9]1[CH:14]=[CH:13][CH:12]=[C:11]([CH2:15][CH2:16][CH2:17][CH2:18][CH2:19][CH2:20][O:21][C:22]2[CH:27]=[C:26]([O:28][CH2:29][CH3:30])[CH:25]=[C:24](Br)[CH:23]=2)[C:10]=1[CH2:32][CH2:33][C:34]([O:36][CH2:37][CH3:38])=[O:35])[CH3:2].[CH3:40][S:41]([C:44]1[CH:49]=[CH:48][C:47](B(O)O)=[CH:46][CH:45]=1)(=[O:43])=[O:42].C(=O)([O-])[O-].[Cs+].[Cs+]>C1C=CC(P(C2C=CC=CC=2)[C-]2C=CC=C2)=CC=1.C1C=CC(P(C2C=CC=CC=2)[C-]2C=CC=C2)=CC=1.Cl[Pd]Cl.[Fe+2]>[CH2:1]([O:3][C:4](=[O:39])[CH2:5][CH2:6][CH2:7][O:8][C:9]1[CH:14]=[CH:13][CH:12]=[C:11]([CH2:15][CH2:16][CH2:17][CH2:18][CH2:19][CH2:20][O:21][C:22]2[CH:23]=[C:24]([C:47]3[CH:48]=[CH:49][C:44]([S:41]([CH3:40])(=[O:43])=[O:42])=[CH:45][CH:46]=3)[CH:25]=[C:26]([O:28][CH2:29][CH3:30])[CH:27]=2)[C:10]=1[CH2:32][CH2:33][C:34]([O:36][CH2:37][CH3:38])=[O:35])[CH3:2] |f:2.3.4,5.6.7.8|. Procedure details: A similar procedure as described in Example 44, step 3 was used, starting from 4-[3-[6-(3-bromo-5-ethoxy-phenoxy)-hexyl]-2-(2-ethoxycarbonyl-ethyl)-phenoxy]-butyric acid ethyl ester (305 mg, 0.5 mmol), 4-methanesulfonyl-phenylboronic acid (207 mg, 1.0 mmol), [1,1′-bis(diphenylphosphino)ferrocene]dichloropalladium(II) (55 mg, 0.075 mmol), and cesium carbonate (331 mg, 1.0 mmol) to obtain 4-[2-(2-ethoxycarbonyl-ethyl)-3-[6-(5-ethoxy-4′-methanesulfonyl-biphenyl-3-yloxy)-hexyl]-phenoxy]-butyric acid... Starting materials: NC=1C=C(C#N)C=CC1N (3,4-Diamino-benzonitrile), N(=O)[O-].[Na+] (NaNO2). The solvent is O (water), O.C(C)(=O)O (water acetic acid). Conditions: temperature 0 celsius, time 8 hour. Product: N1N=NC2=C1C=CC(=C2)C#N (1H-Benzotriazole-5-carbonitrile). RXN SMILES: [NH2:1][C:2]1[CH:3]=[C:4]([CH:7]=[CH:8][C:9]=1[NH2:10])[C:5]#[N:6].[N:11]([O-])=O.[Na+]>O.C(O)(=O)C.O>[NH:10]1[C:9]2[CH:8]=[CH:7][C:4]([C:5]#[N:6])=[CH:3][C:2]=2[N:1]=[N:11]1 |f:1.2,3.4|. Procedure details: 10 mmol of 3,4-Diamino-benzonitrile were suspended in water/acetic acid (4:1) and cooled to 0° C. 1.05 eq of NaNO2 were dissolved in water and added inert 30 min. The reaction was stirred at room temperature overnight. The precipitate was filtered off, washed with ether and dried under vacuum. The intermediate was not further characterized. The reactants are Cc1ccc(-c2ccc(O)cc2)n1CCCOc1ccc(Cc2ccccc2)cc1, Cc1ccccc1, O=C(N=NC(=O)N1CCCCC1)N1CCCCC1, O, CCOC(=O)C(O)Cc1ccccc1, c1ccc(P(c2ccccc2)c2ccccc2)cc1. Product: CCOC(=O)C(Cc1ccccc1)Oc1ccc(-c2ccc(C)n2CCCOc2ccc(Cc3ccccc3)cc2)cc1. RXN SMILES: [CH2:1]([c:2]1[cH:3][cH:4][cH:5][cH:6][cH:7]1)[c:8]1[cH:9][cH:10][c:11]([O:12][CH2:13][CH2:14][CH2:15][n:16]2[c:17](-[c:22]3[cH:23][cH:24][c:25]([OH:28])[cH:26][cH:27]3)[cH:18][cH:19][c:20]2[CH3:21])[cH:29][cH:30]1.[CH3:82][c:83]1[cH:84][cH:85][cH:86][cH:87][cH:88]1.[N:64]([C:65]([N:66]1[CH2:67][CH2:68][CH2:69][CH2:70][CH2:71]1)=[O:72])=[N:73][C:74]([N:75]1[CH2:76][CH2:77][CH2:78][CH2:79][CH2:80]1)=[O:81].[OH2:89].[OH:31][CH:32]([C:33](=[O:34])[O:35][CH2:36][CH3:37])[CH2:38][c:39]1[cH:40][cH:41][cH:42][cH:43][cH:44]1.[c:45]1([P:46]([c:47]2[cH:48][cH:49][cH:50][cH:51][cH:52]2)[c:53]2[cH:54][cH:55][cH:56][cH:57][cH:58]2)[cH:59][cH:60][cH:61][cH:62][cH:63]1>>[CH2:1]([c:2]1[cH:3][cH:4][cH:5][cH:6][cH:7]1)[c:8]1[cH:9][cH:10][c:11]([O:12][CH2:13][CH2:14][CH2:15][n:16]2[c:17](-[c:22]3[cH:23][cH:24][c:25]([O:28][CH:32]([C:33](=[O:34])[O:35][CH2:36][CH3:37])[CH2:38][c:39]4[cH:40][cH:41][cH:42][cH:43][cH:44]4)[cH:26][cH:27]3)[cH:18][cH:19][c:20]2[CH3:21])[cH:29][cH:30]1. Starting materials: BrCCCCCCCC1=CC(=NO1)C (5-(7-bromoheptyl)-3-methylisoxazole), ClC=1C=C(C=CC1O)C=1OCCN1 (4,5-dihydro-2-(3-chloro-4-hydroxyphenyl)oxazole), CC1=CC(=NO1)CCC(=O)OC (Methyl 5-methyl-3-isoxazolepropanoate). Yields the product ClC1=C(OCCCCCCCC2=CC(=NO2)C)C=CC(=C1)C=1OCCN1 (5-{7-[2-Chloro-4-(4,5-dihydro-2-oxazolyl)phenoxy]heptyl}-3-methylisoxazole). RXN SMILES: Br[CH2:2][CH2:3][CH2:4][CH2:5][CH2:6][CH2:7][CH2:8][C:9]1[O:13][N:12]=[C:11]([CH3:14])[CH:10]=1.[Cl:15][C:16]1[CH:17]=[C:18]([C:23]2[O:24][CH2:25][CH2:26][N:27]=2)[CH:19]=[CH:20][C:21]=1[OH:22].CC1ON=C(CCC(OC)=O)C=1>>[Cl:15][C:16]1[CH:17]=[C:18]([C:23]2[O:24][CH2:25][CH2:26][N:27]=2)[CH:19]=[CH:20][C:21]=1[O:22][CH2:2][CH2:3][CH2:4][CH2:5][CH2:6][CH2:7][CH2:8][C:9]1[O:13][N:12]=[C:11]([CH3:14])[CH:10]=1. Procedure: 5-{7-[2-Chloro-4-(4,5-dihydro-2-oxazolyl)phenoxy]heptyl}-3-methylisoxazole [IX; R=CH3, R2, R3, R4, R5 and R6 =H, R1 =2-Cl, Y=(CH2)7, oxazole at 4-position] was prepared from 5-(7-bromoheptyl)-3-methylisoxazole (Example 9, part c) and 4,5-dihydro-2-(3-chloro-4-hydroxyphenyl)oxazole according to the procedure of Example 9, part (d), and was obtained in the form of a colorless solid, m.p. 120°-120.5° C. when recrystallized from methanol and further purified by chromatography. Reactants: NC1=NC(=CC(=N1)N1CCC2(C[C@H](NC2)C(=O)O)CC1)O[C@@H](C(F)(F)F)C1=C(C=C(C=C1)Cl)N1N=C(C=C1)C ((S)-8-(2-amino-6-((R)-1-(4-chloro-2-(3-methyl-1H-pyrazol-1-yl)phenyl)-2,2,2-trifluoroethoxy)pyrimidin-4-yl)-2,8-diazaspiro[4.5]decane-3-carboxylic acid), FC([C@@H](O)C=1C(=NC(=CC1)C)N1N=C(C=C1)C)(F)F ((S)-2,2,2-trifluoro-1-(6-methyl-2-(3-methyl-1H-pyrazol-1-yl)pyridin-3-yl)ethanol), FC([C@@H](O)C=1C(=NC(=CC1)C)N1N=C(C=C1)C)(F)F ((S)-2,2,2-trifluoro-1-(6-methyl-2-(3-methyl-1H-pyrazol-1-yl)pyridin-3-yl)ethanol). Yields the product NC1=NC(=CC(=N1)N1CCC2(C[C@H](NC2)C(=O)O)CC1)O[C@@H](C(F)(F)F)C=1C(=NC(=CC1)C)N1N=C(C=C1)C ((S)-8-(2-amino-6-((R)-2,2,2-trifluoro-1-(6-methyl-2-(3-methyl-1H-pyrazol-1-yl)pyridin-3-yl)ethoxy)pyrimidin-4-yl)-2,8-diazaspiro[4.5]decane-3-carboxylic acid). RXN SMILES: [NH2:1][C:2]1[N:7]=[C:6]([N:8]2[CH2:20][CH2:19][C:11]3([CH2:15][NH:14][C@H:13]([C:16]([OH:18])=[O:17])[CH2:12]3)[CH2:10][CH2:9]2)[CH:5]=[C:4]([O:21][C@H:22]([C:27]2[CH:32]=[CH:31][C:30](Cl)=[CH:29][C:28]=2[N:34]2[CH:38]=[CH:37][C:36]([CH3:39])=[N:35]2)[C:23]([F:26])([F:25])[F:24])[N:3]=1.FC(F)(F)[C@H](C1C(N2C=CC(C)=N2)=[N:46]C(C)=CC=1)O>>[NH2:1][C:2]1[N:7]=[C:6]([N:8]2[CH2:9][CH2:10][C:11]3([CH2:15][NH:14][C@H:13]([C:16]([OH:18])=[O:17])[CH2:12]3)[CH2:19][CH2:20]2)[CH:5]=[C:4]([O:21][C@H:22]([C:27]2[C:28]([N:34]3[CH:38]=[CH:37][C:36]([CH3:39])=[N:35]3)=[N:46][C:30]([CH3:29])=[CH:31][CH:32]=2)[C:23]([F:26])([F:25])[F:24])[N:3]=1. Procedure details: The title compound was prepared as described for (S)-8-(2-amino-6-((R)-1-(4-chloro-2-(3-methyl-1H-pyrazol-1-yl)phenyl)-2,2,2-trifluoroethoxy)pyrimidin-4-yl)-2,8-diazaspiro[4.5]decane-3-carboxylic acid (Example 10d) starting with (S)-2,2,2-trifluoro-1-(6-methyl-2-(3-methyl-1H-pyrazol-1-yl)pyridin-3-yl)ethanol (Intermediate 20) Reactants: O=C(NCc1cn(-c2ccccc2)c2cc(Cl)ccc2c1=O)c1cnc(Br)s1, OC1CCNCC1. Yields the product O=C(NCc1cn(-c2ccccc2)c2cc(Cl)ccc2c1=O)c1cnc(N2CCC(O)CC2)s1. As a reaction SMILES: [Br:1][c:2]1[s:3][c:4]([C:7](=[O:8])[NH:9][CH2:10][c:11]2[cH:12][n:13](-[c:23]3[cH:24][cH:25][cH:26][cH:27][cH:28]3)[c:14]3[cH:15][c:16]([Cl:22])[cH:17][cH:18][c:19]3[c:20]2=[O:21])[cH:5][n:6]1.[OH:29][CH:30]1[CH2:31][CH2:32][NH:33][CH2:34][CH2:35]1>>[c:2]1([N:33]2[CH2:32][CH2:31][CH:30]([OH:29])[CH2:35][CH2:34]2)[s:3][c:4]([C:7](=[O:8])[NH:9][CH2:10][c:11]2[cH:12][n:13](-[c:23]3[cH:24][cH:25][cH:26][cH:27][cH:28]3)[c:14]3[cH:15][c:16]([Cl:22])[cH:17][cH:18][c:19]3[c:20]2=[O:21])[cH:5][n:6]1.